From a dataset of the Open Reaction Database (ORD), a public repository of structured organic reaction records. describe an organic reaction: reactants, conditions, products, and yield Reactants: Cl.NCCS (Cysteamine hydrochloride), ClCC=1N=C(SC1)NC(=NC)NC (4-chloromethyl-2-(2,3-dimethylguanidino)thiazole). Run in Cl (hydrochloric acid). The product is Cl.Cl.CN=C(NC=1SC=C(N1)CSCCN)NC (2-[(2-{2,3-Dimethylguanidino}thiazol-4-yl)methylthio]ethylamine dihydrochloride). As a reaction SMILES: [ClH:1].[NH2:2][CH2:3][CH2:4][SH:5].[Cl:6][CH2:7][C:8]1[N:9]=[C:10]([NH:13][C:14]([NH:17][CH3:18])=[N:15][CH3:16])[S:11][CH:12]=1>Cl>[ClH:6].[ClH:1].[CH3:16][N:15]=[C:14]([NH:17][CH3:18])[NH:13][C:10]1[S:11][CH:12]=[C:8]([CH2:7][S:5][CH2:4][CH2:3][NH2:2])[N:9]=1 |f:0.1,4.5.6|. Reported procedure: Cysteamine hydrochloride (2.25 g; 19.6 mmoles) and 4-chloromethyl-2-(2,3-dimethylguanidino)thiazole (5 g; 19.6 mmoles) [prepared from 1,3-dichloro-2-propanone and (N,N'-dimethylamidino)thiourea which is itself prepared from dimethyl cyanodithioiminocarbonate and methylamine] were dissolved in 17.5 ml of concentrated hydrochloric acid and heated at an oil bath temperature of 100°. After 24 hours the reaction mixture was evaporated under reduced pressure and the residue crystallized from absolute ... Reactants: OCC=1C(=NSC1)C (4-hydroxymethyl-3-methylisothiazole), Cl.NCCS (cysteamine hydrochloride), Br (hydrobromic acid). Yields the product Br.CC1=NSC=C1CSCCN (3-methyl-4-[(2-aminoethyl)thiomethyl]isothiazole hydrobromide). Reaction SMILES: O[CH2:2][C:3]1[C:4]([CH3:8])=[N:5][S:6][CH:7]=1.Cl.[NH2:10][CH2:11][CH2:12][SH:13].[BrH:14]>>[BrH:14].[CH3:8][C:4]1[C:3]([CH2:2][S:13][CH2:12][CH2:11][NH2:10])=[CH:7][S:6][N:5]=1 |f:1.2,4.5|. Procedure details: Reacting 4-hydroxymethyl-3-methylisothiazole (3.0 g.) with cysteamine hydrochloride (2.8 g.) in 48% aqueous hydrobromic acid (50 ml.) by the procedure of Example 1 gives 3-methyl-4-[(2-aminoethyl)thiomethyl]isothiazole hydrobromide. The base is obtained by basifying with aqueous potassium carbonate, extracting with chloroform, drying the extracts over magnesium sulphate and concentrating. Reacting the amine (5.0 g.) with methyl isothiocyanate (1.94 g.) in ethanol (25 ml.) under reflux for 30 min... Starting materials: FC(C1=CC=NO1)(F)F (5-trifluoromethylisoxazole), [Na] (sodium), [Br-].ClC1=C(C(=CC(=C1)C(F)(F)F)Cl)N(N)C(C(F)(F)F)=O (N-(2,6-dichloro-4-trifluoromethylphenyl)-trifluoroacetohydrazide bromide). The solvent is C(C)O (ethanol). Conditions: time 15 minute. Product: C(#N)C=1C(=NN(C1C(F)(F)F)C1=C(C=C(C=C1Cl)C(F)(F)F)Cl)C(F)(F)F (4-cyano-3,5-di(trifluoromethyl)-1-(2,6-dichloro-4-trifluoromethylphenyl)-pyrazole). Isolated yield 9.3%. Reaction SMILES: [Na].[F:2][C:3]([F:10])([F:9])[C:4]1O[N:7]=[CH:6][CH:5]=1.[Br-].[Cl:12][C:13]1[CH:18]=[C:17]([C:19]([F:22])([F:21])[F:20])[CH:16]=[C:15]([Cl:23])[C:14]=1[N:24]([C:26](=O)[C:27]([F:30])([F:29])[F:28])[NH2:25]>C(O)C>[C:6]([C:5]1[C:4]([C:3]([F:10])([F:9])[F:2])=[N:25][N:24]([C:14]2[C:13]([Cl:12])=[CH:18][C:17]([C:19]([F:22])([F:21])[F:20])=[CH:16][C:15]=2[Cl:23])[C:26]=1[C:27]([F:30])([F:29])[F:28])#[N:7] |f:2.3,^1:0|. Procedure: 0.92 g (0.04 mol) of sodium is dissolved in 25 ml of ethanol, 5.48 g (0.04 mol) of 5-trifluoromethylisoxazole are added at 0° C. and the mixture is stirred at room temperature for 15 minutes. 16.16 g (0.04 mol) of N-(2,6-dichloro-4-trifluoromethylphenyl)-trifluoroacetohydrazide bromide are added dropwise to this mixture, while cooling, and the mixtureis subsequently stirred at 25° C. for a further 10 hours. After the sodium bromide which has precipitated out is filtered off, the filtrate isconce... Starting materials: C=Cc1ccc(C)s1, Cc1ccc2[nH]c3c(c2c1)CN(C)CC3, CN1CCCC1=O, [K+], [OH-]. Yields the product Cc1ccc2c(c1)c1c(n2CCc2ccc(C)s2)CCN(C)C1. RXN SMILES: [CH3:16][c:17]1[s:18][c:19]([CH:22]=[CH2:23])[cH:20][cH:21]1.[CH3:1][N:2]1[CH2:3][c:4]2[c:5]([nH:6][c:7]3[cH:8][cH:9][c:10]([CH3:13])[cH:11][c:12]23)[CH2:14][CH2:15]1.[CH3:26][N:27]1[CH2:28][CH2:29][CH2:30][C:31]1=[O:32].[K+:25].[OH-:24]>>[CH3:1][N:2]1[CH2:3][c:4]2[c:5]([n:6]([CH2:23][CH2:22][c:19]3[s:18][c:17]([CH3:16])[cH:21][cH:20]3)[c:7]3[cH:8][cH:9][c:10]([CH3:13])[cH:11][c:12]23)[CH2:14][CH2:15]1. The reactants are BrC1=NN(C2=CC(=CC=C12)C(=O)OC)C1=CC=C(C=C1)C (Methyl 3-bromo-1-(4-methylphenyl)-1H-indazole-6-carboxylate), C(=O)([O-])[O-].[Cs+].[Cs+] (Cs2CO3), FC1=C(C(=CC=C1)F)B(O)O (2,6-difluorophenylboronic acid), pinacol ester. Reagents/catalysts: [Cu]Cl (copper(I) chloride), C(C)(=O)[O-].[Pd+2].C(C)(=O)[O-] (palladium(II) acetate), C1(=CC=CC=C1)P([C-]1C=CC=C1)C1=CC=CC=C1.[C-]1(C=CC=C1)P(C1=CC=CC=C1)C1=CC=CC=C1.[Fe+2] (1,1′-bisdiphenylphosphino ferrocene). Solvent: CN(C=O)C (N,N-dimethylformamide). Reaction conditions: temperature 90 celsius, time 30 minute. Yields the product FC1=C(C(=CC=C1)F)C1=NN(C2=CC(=CC=C12)C(=O)OC)C1=CC=C(C=C1)C (Methyl 3-(2,6-difluorophenyl)-1-(4-methylphenyl)-1H-indazole-6-carboxylate). The yield is 53.6%. RXN SMILES: Br[C:2]1[C:10]2[C:5](=[CH:6][C:7]([C:11]([O:13][CH3:14])=[O:12])=[CH:8][CH:9]=2)[N:4]([C:15]2[CH:20]=[CH:19][C:18]([CH3:21])=[CH:17][CH:16]=2)[N:3]=1.[F:22][C:23]1[CH:28]=[CH:27][CH:26]=[C:25]([F:29])[C:24]=1B(O)O.C([O-])([O-])=O.[Cs+].[Cs+]>[Cu]Cl.C1(P(C2C=CC=CC=2)[C-]2C=CC=C2)C=CC=CC=1.[C-]1(P(C2C=CC=CC=2)C2C=CC=CC=2)C=CC=C1.[Fe+2].C([O-])(=O)C.[Pd+2].C([O-])(=O)C.CN(C)C=O>[F:22][C:23]1[CH:28]=[CH:27][CH:26]=[C:25]([F:29])[C:24]=1[C:2]1[C:10]2[C:5](=[CH:6][C:7]([C:11]([O:13][CH3:14])=[O:12])=[CH:8][CH:9]=2)[N:4]([C:15]2[CH:20]=[CH:19][C:18]([CH3:21])=[CH:17][CH:16]=2)[N:3]=1 |f:2.3.4,6.7.8,9.10.11|. Procedure: Methyl 3-bromo-1-(4-methylphenyl)-1H-indazole-6-carboxylate 173.7 mg, 0.503 mmol), 2,6-difluorophenylboronic acid, pinacol ester (183.4 mg, 0.764 mmol), Cs2CO3 (505.1 mg, 1.550 mmol), copper(I) chloride (52.7 mg, 0.532 mmol), 1,1′-bisdiphenylphosphino ferrocene (29.3 mg, 0.053 mmol), and palladium(II) acetate (6.5 mg, 0.029 mmol) were placed in a 10-20 mL microwave vial under Ar. N,N-dimethylformamide (2.50 mL) was added and the vessel sealed. The reaction mixture was heated to 90° C. and allowe...